The task is: describe an organic reaction: reactants, conditions, products, and yield. This data is from the Open Reaction Database (ORD), a public repository of structured organic reaction records. Starting materials: C1(=CC=CC=C1)N1C(SCC1=O)=S (3-phenylrhodanine), C(C)(=O)OC(C)=O (acetic anhydride). Reaction conditions: time 4 hour. The product is OC(CC1=CC=CC=C1)=C1C(N(C(S1)=S)C1=CC=CC=C1)=O (5-(1'-hydroxy-2'-phenylethylidene)-3-phenyl-rhodanine). As a reaction SMILES: [C:1]1([N:7]2[C:11](=[O:12])[CH2:10][S:9][C:8]2=[S:13])[CH:6]=[CH:5][CH:4]=[CH:3][CH:2]=1.C(O[C:18](=[O:20])[CH3:19])(=O)C>>[OH:20][C:18](=[C:10]1[S:9][C:8](=[S:13])[N:7]([C:1]2[CH:2]=[CH:3][CH:4]=[CH:5][CH:6]=2)[C:11]1=[O:12])[CH2:19][C:1]1[CH:6]=[CH:5][CH:4]=[CH:3][CH:2]=1. Reported procedure: A mixture of 25 g. (0.12 m.) of 3-phenylrhodanine, 80 g. (0.34 m.) of triethylorthophenylacetate [prepared as described in J.A.C.S. 68, 1917 (1946)] and 250 ml. of acetic anhydride is heated under reflux for 20 hours and the solution is then concentrated in vacuo. The residue is filtered and the solid is stirred with 160 ml. of dioxane, 160 ml. of water and 40 ml. of 10% sodium hydroxide for 4 hours. The solution is concentrated in vacuo at 35°-40°C. to evaporate the dioxane. The aqueous solutio... Starting materials: ClC1=CC(N(C(N1)=O)CC(CCCC)CC)=O (6-chloro-3-(2-ethylhexyl)uracil), C([O-])([O-])=O.[K+].[K+] (potassium carbonate), CI (methyl iodide). The solvent is CN(C=O)C (dimethylformamide). Reaction conditions: time 1.5 hour. Product: ClC1=CC(N(C(N1C)=O)CC(CCCC)CC)=O (6-chloro-3-(2-ethylhexyl)-1-methyluracil). The yield is 99.6%. Reaction SMILES: [Cl:1][C:2]1[NH:7][C:6](=[O:8])[N:5]([CH2:9][CH:10]([CH2:15][CH3:16])[CH2:11][CH2:12][CH2:13][CH3:14])[C:4](=[O:17])[CH:3]=1.[C:18](=O)([O-])[O-].[K+].[K+].CI>CN(C)C=O>[Cl:1][C:2]1[N:7]([CH3:18])[C:6](=[O:8])[N:5]([CH2:9][CH:10]([CH2:15][CH3:16])[CH2:11][CH2:12][CH2:13][CH3:14])[C:4](=[O:17])[CH:3]=1 |f:1.2.3|. Procedure details: To a solution containing 20 g of 6-chloro-3-(2-ethylhexyl)uracil thus obtained in 50 ml of dimethylformamide was added 11 g of potassium carbonate and then 12.1 g of methyl iodide was added thereto, and the mixture was stirred at room temperature for 1.5 hours. The reaction solution was filtered, the filtrate was poured into water and extracted twice with 100 ml of chloroform. The organic phase was washed with a saturated aqueous sodium chloride solution and dried with anhydrous magnesium sulfat... The reactants are hydrazide, ClCC(=O)NNC(=O)C1CCN(CC1)C1=NC=CC=C1 (3,4,5,6-Tetrahydro-2H-[1,2′]bipyridinyl-4-carboxylic acid N′-(2-chloro-acetyl)-hydrazide). The solvent is P(=O)(Cl)(Cl)Cl (phosphorus oxychloride). The product is ClCC1=NN=C(O1)C1CCN(CC1)C1=NC=CC=C1 (4-(5-Chloromethyl-[1,3,4]oxadiazol-2-yl)-3,4,5,6-tetrahydro-2H-[1,2′]bipyridinyl). Yield: 78.0%. RXN SMILES: [Cl:1][CH2:2][C:3]([NH:5][NH:6][C:7]([CH:9]1[CH2:14][CH2:13][N:12]([C:15]2[CH:20]=[CH:19][CH:18]=[CH:17][N:16]=2)[CH2:11][CH2:10]1)=[O:8])=O>P(Cl)(Cl)(Cl)=O>[Cl:1][CH2:2][C:3]1[O:8][C:7]([CH:9]2[CH2:14][CH2:13][N:12]([C:15]3[CH:20]=[CH:19][CH:18]=[CH:17][N:16]=3)[CH2:11][CH2:10]2)=[N:6][N:5]=1. Reported procedure: The hydrazide of Preparation 3 (20.4 g, 69 mmol) was suspended in phosphorus oxychloride (150 ml) at 100° C. for 4 hours. The mixture was cooled and the solvent was evaporated under reduced pressure. The residue was dissolved in ethyl acetate and was added to water. The aqueous layer was basified by addition of solid sodium hydrogen carbonate and the phases were separated. The aqueous phase was extracted with ethyl acetate (×2) and the combined organic layers were dried over magnesium sulphate a... Starting materials: C(C)N(C(C1=CC=C(C=C1)OCC(N1CCNCC1)=O)=O)C1=C(C=CC(=C1)OC)C1CC2=CC=C(C=C2CC1)OC (N-ethyl-N-[5-methoxy-2-(6-methoxy-1,2,3,4-tetrahydronaphthalen-2-yl)phenyl]-4-(2-oxo-2-piperazin-1-ylethoxy)benzamide), C(C)N(CC1=CC=C(C=C1)OCCN1CCNCC1)C1=C(C=CC(=C1)OC)C1CC2=CC=C(C=C2CC1)OC (ethyl[5-methoxy-2-(6-methoxy-1,2,3,4-tetrahydronaphthalen-2-yl)phenyl][4-(2-piperazin-1-ylethoxy)benzyl]amine). The product is C(C)N(CC1=CC=C(C=C1)OCCN1CCN(CC1)C)C1=C(C=CC(=C1)OC)C1CC2=CC=C(C=C2CC1)OC (ethyl[5-methoxy-2-(6-methoxy-1,2,3,4-tetrahydronaphthalen-2-yl)phenyl]{4-[2-(4-methylpiperazin-1-yl)ethoxy]benzyl}amine). Reaction SMILES: [CH2:1]([N:3]([C:22]1[CH:27]=[C:26]([O:28][CH3:29])[CH:25]=[CH:24][C:23]=1[CH:30]1[CH2:39][CH2:38][C:37]2[C:32](=[CH:33][CH:34]=[C:35]([O:40][CH3:41])[CH:36]=2)[CH2:31]1)[C:4](=O)[C:5]1[CH:10]=[CH:9][C:8]([O:11][CH2:12][C:13](=O)[N:14]2[CH2:19][CH2:18][NH:17][CH2:16][CH2:15]2)=[CH:7][CH:6]=1)[CH3:2].[CH2:42](N(C1C=C(OC)C=CC=1C1CCC2C(=CC=C(OC)C=2)C1)CC1C=CC(OCCN2CCNCC2)=CC=1)C>>[CH2:1]([N:3]([C:22]1[CH:27]=[C:26]([O:28][CH3:29])[CH:25]=[CH:24][C:23]=1[CH:30]1[CH2:39][CH2:38][C:37]2[C:32](=[CH:33][CH:34]=[C:35]([O:40][CH3:41])[CH:36]=2)[CH2:31]1)[CH2:4][C:5]1[CH:10]=[CH:9][C:8]([O:11][CH2:12][CH2:13][N:14]2[CH2:15][CH2:16][N:17]([CH3:42])[CH2:18][CH2:19]2)=[CH:7][CH:6]=1)[CH3:2]. Procedure details: Synthesized from N-ethyl-N-[5-methoxy-2-(6-methoxy-1,2,3,4-tetrahydronaphthalen-2-yl)phenyl]-4-(2-oxo-2-piperazin-1-ylethoxy)benzamide according to an analogous synthetic method to Example 337, ethyl[5-methoxy-2-(6-methoxy-1,2,3,4-tetrahydronaphthalen-2-yl)phenyl][4-(2-piperazin-1-ylethoxy)benzyl]amine (650 mg) was used according to an analogous synthetic method to Preparation Example 18 to provide ethyl[5-methoxy-2-(6-methoxy-1,2,3,4-tetrahydronaphthalen-2-yl)phenyl]{4-[2-(4-methylpiperazin-1-y...